Dataset: the Open Reaction Database (ORD), a public repository of structured organic reaction records. Task: describe an organic reaction: reactants, conditions, products, and yield Starting materials: Cc1ccccc1, ClCCl, O=[N+]([O-])c1cc(Cl)ccc1CCO, O=S(Cl)Cl, c1ccncc1. Yields the product O=[N+]([O-])c1cc(Cl)ccc1CCCl. Reaction SMILES: [CH3:27][c:28]1[cH:29][cH:30][cH:31][cH:32][cH:33]1.[Cl:24][CH2:25][Cl:26].[Cl:5][c:6]1[cH:7][c:8]([N+:15](=[O:16])[O-:17])[c:9]([CH2:12][CH2:13][OH:14])[cH:10][cH:11]1.[S:1]([Cl:2])([Cl:3])=[O:4].[cH:18]1[cH:19][cH:20][n:21][cH:22][cH:23]1>>[Cl:5][c:6]1[cH:7][c:8]([N+:15](=[O:16])[O-:17])[c:9]([CH2:12][CH2:13][Cl:24])[cH:10][cH:11]1. The reactants are BrC1=NN(C2=NC(=NC(=C21)Cl)N)C (3-Bromo-4-chloro-1-methyl-1H-pyrazolo[3,4-d]pyrimidin-6-ylamine), BrC1=NN(C2=NC(=NC(=C21)Cl)N)C (3-Bromo-4-chloro-1-methyl-1H-pyrazolo[3,4-d]pyrimidin-6-ylamine), C(C1=CC=CC=C1)N (benzylamine). Run in CN(C)C=O (DMF). Reaction conditions: temperature 40 celsius. The product is C(C1=CC=CC=C1)NC1=C2C(=NC(=N1)N)N(N=C2Br)C (N*4*-Benzyl-3-bromo-1-methyl-1H-pyrazolo[3,4-d]pyrimidine-4,6-diamine). Reaction SMILES: [Br:1][C:2]1[C:10]2[C:5](=[N:6][C:7]([NH2:12])=[N:8][C:9]=2Cl)[N:4]([CH3:13])[N:3]=1.[CH2:14]([NH2:21])[C:15]1[CH:20]=[CH:19][CH:18]=[CH:17][CH:16]=1>CN(C=O)C>[CH2:14]([NH:21][C:9]1[N:8]=[C:7]([NH2:12])[N:6]=[C:5]2[N:4]([CH3:13])[N:3]=[C:2]([Br:1])[C:10]=12)[C:15]1[CH:20]=[CH:19][CH:18]=[CH:17][CH:16]=1. Reported procedure: 3-Bromo-4-chloro-1-methyl-1H-pyrazolo[3,4-d]pyrimidin-6-ylamine (Intermediate 14) (160 mg, 0.61 mmol), benzylamine (0.2 ml, 1.83 mmol) and DMF (5 ml) are mixed together and heated at 40° C. overnight. After cooling to room temperature the solvent is removed in vacuo and the residue is dissolved in methanol (30 ml) and passed through an Isolute™ CBA column (silica based carboxylic acid sorbent). Silica gel is added to the filtrate, the solvent is removed in vacuo and the resulting residue is flas... Reactants: C1CCOC1, COCC1(C)CCCOc2cc(C#Cc3ccc(C(=O)OC)cc3)ccc21, CCO, Cl, [Na+], [OH-], O. The product is COCC1(C)CCCOc2cc(C#Cc3ccc(C(=O)O)cc3)ccc21. As a reaction SMILES: [CH2:31]1[O:32][CH2:33][CH2:34][CH2:35]1.[CH3:1][O:2][C:3]([c:4]1[cH:5][cH:6][c:7]([C:10]#[C:11][c:12]2[cH:13][cH:14][c:15]3[c:16]([cH:26]2)[O:17][CH2:18][CH2:19][CH2:20][C:21]3([CH3:22])[CH2:23][O:24][CH3:25])[cH:8][cH:9]1)=[O:27].[CH3:36][CH2:37][OH:38].[ClH:30].[Na+:29].[OH-:28].[OH2:39]>>[O:2]=[C:3]([c:4]1[cH:5][cH:6][c:7]([C:10]#[C:11][c:12]2[cH:13][cH:14][c:15]3[c:16]([cH:26]2)[O:17][CH2:18][CH2:19][CH2:20][C:21]3([CH3:22])[CH2:23][O:24][CH3:25])[cH:8][cH:9]1)[OH:27]. Run in C(C)O (ethanol). Reactants: O (water), ClC1=CC=C(C=C1)C1CC(C(C(C1)=O)=CN(C)C)=O (5-(4-Chloro-phenyl)-2-dimethylaminomethylene-cyclohexane-1,3-dione), Cl.NC(=N)N (guanidine hydrochloride), C([O-])([O-])=O.[Na+].[Na+] (sodium carbonate). Reported procedure: 5-(4-Chloro-phenyl)-2-dimethylaminomethylene-cyclohexane-1,3-dione (0.8 g, 2.89 mmol) from stage 1, guanidine hydrochloride (551 mg, 5.77 mmol) and sodium carbonate (919 mg, 8.67 mmol) were stirred in ethanol (10 ml) at reflux for 4 h. The reaction mixture was cooled to ambient temperature and water (10 ml) was added to the flask. The resulting precipitate was recovered by filtration, washed with water (15 ml), heptane (15 ml) and air dried. The product is NC1=NC=2CC(CC(C2C=N1)=O)C1=CC=C(C=C1)Cl (2-Amino-7-(4-chloro-phenyl)-7,8-dihydro-6H-quinazolin-5-one). Reaction SMILES: [Cl:1][C:2]1[CH:7]=[CH:6][C:5]([CH:8]2[CH2:13][C:12](=O)[C:11](=[CH:15]N(C)C)[C:10](=[O:19])[CH2:9]2)=[CH:4][CH:3]=1.Cl.[NH2:21][C:22]([NH2:24])=[NH:23].C(=O)([O-])[O-].[Na+].[Na+].O>C(O)C>[NH2:23][C:22]1[N:24]=[CH:15][C:11]2[C:10](=[O:19])[CH2:9][CH:8]([C:5]3[CH:6]=[CH:7][C:2]([Cl:1])=[CH:3][CH:4]=3)[CH2:13][C:12]=2[N:21]=1 |f:1.2,3.4.5|. Reactants: C(C=C)N(C(OC(C)(C)C)=O)CC(=O)C1=CC=NS1 (tert-butyl N-allyl-N-(2-isothiazol-5-yl-2-oxo-ethyl)carbamate), N1=CC=CC=C1 (pyridine), Cl.NO (hydroxylamine hydrochloride). Run in C(C)O (ethanol). Conditions: time 15 minute. Product: C(C=C)N(C(OC(C)(C)C)=O)CC(C1=CC=NS1)=NO (tert-Butyl N-allyl-N-[2-hydroxyimino-2-isothiazol-5-yl-ethyl]carbamate). RXN SMILES: [CH2:1]([N:4]([CH2:12][C:13]([C:15]1[S:19][N:18]=[CH:17][CH:16]=1)=O)[C:5](=[O:11])[O:6][C:7]([CH3:10])([CH3:9])[CH3:8])[CH:2]=[CH2:3].N1C=CC=CC=1.Cl.[NH2:27][OH:28]>C(O)C>[CH2:1]([N:4]([CH2:12][C:13](=[N:27][OH:28])[C:15]1[S:19][N:18]=[CH:17][CH:16]=1)[C:5](=[O:11])[O:6][C:7]([CH3:10])([CH3:9])[CH3:8])[CH:2]=[CH2:3] |f:2.3|. Reported procedure: To a room temperature solution of tert-butyl N-allyl-N-(2-isothiazol-5-yl-2-oxo-ethyl)carbamate (5.93 g, 21.00 mmol) in ethanol (70 mL) is added pyridine (5.94 mL, 73.50 mmol) and hydroxylamine hydrochloride (3.65 g, 52.50 mmol). The mixture is heated to reflux for 4 hours. The mixture is allowed to cool to room temperature and is then concentrated under reduced pressure. The resulting crude product is diluted with ethyl acetate (200 mL) and washed with saturated sodium bicarbonate (150 mL). The... Starting materials: C1(CC1)N1C=C(C(C2=CC(=C(C(=C12)F)F)F)=O)C(=O)O (1-cyclopropyl-1,4-dihydro-6,7,8-trifluoro-4-oxo-3-quinolinecarboxylic acid), N1CCC1 (azetidine), N1=CC=CC=C1 (pyridine). The solvent is C(C)N(CC)CC (triethylamine). Product: C1(CC1)N1C=C(C(C2=CC(=C(C(=C12)F)N1CCC1)F)=O)C(=O)O (1-cyclopropyl-6,8-difluoro-1,4-dihydro-7-(1-azetidinyl)-4-oxo-3-quinolinecarboxylic acid). The yield is 89.2%. As a reaction SMILES: [CH:1]1([N:4]2[C:13]3[C:8](=[CH:9][C:10]([F:16])=[C:11](F)[C:12]=3[F:14])[C:7](=[O:17])[C:6]([C:18]([OH:20])=[O:19])=[CH:5]2)[CH2:3][CH2:2]1.[NH:21]1[CH2:24][CH2:23][CH2:22]1.N1C=CC=CC=1>C(N(CC)CC)C>[CH:1]1([N:4]2[C:13]3[C:8](=[CH:9][C:10]([F:16])=[C:11]([N:21]4[CH2:24][CH2:23][CH2:22]4)[C:12]=3[F:14])[C:7](=[O:17])[C:6]([C:18]([OH:20])=[O:19])=[CH:5]2)[CH2:3][CH2:2]1. Procedure: A mixture of 0.6 g (2.1 mmoles) of 1-cyclopropyl-1,4-dihydro-6,7,8-trifluoro-4-oxo-3-quinolinecarboxylic acid with 0.25 g (4.4 mmoles) of azetidine, 8 ml of pyridine and 1 ml of triethylamine is maintained at 110°-120° C. for 2 hours in a closed vessel. After cooling, evaporating under vacuum, filtering and washing, 0.6 g (88%) of 1-cyclopropyl-6,8-difluoro-1,4-dihydro-7-(1-azetidinyl)-4-oxo-3-quinolinecarboxylic acid are obtained, melting at 289°-93° C. Starting materials: NCCSCC=1N=NC=CC1 (3-[(2-aminoethyl)thiomethyl]pyridazine), CN=C=O (methyl isocyanate). Yields the product CNC(=O)NCCSCC=1N=NC=CC1 (N-Methyl-N'-[2-(3-pyridazinylmethylthio)ethyl]urea). RXN SMILES: [NH2:1][CH2:2][CH2:3][S:4][CH2:5][C:6]1[N:7]=[N:8][CH:9]=[CH:10][CH:11]=1.[CH3:12][N:13]=[C:14]=[O:15]>>[CH3:12][NH:13][C:14]([NH:1][CH2:2][CH2:3][S:4][CH2:5][C:6]1[N:7]=[N:8][CH:9]=[CH:10][CH:11]=1)=[O:15]. Reported procedure: By the procedure of Example 24, 3-[(2-aminoethyl)thiomethyl]pyridazine is reacted with methyl isocyanate to give the title compound.